describe an organic reaction: reactants, conditions, products, and yield From a dataset of the Open Reaction Database (ORD), a public repository of structured organic reaction records. The reactants are C(C)(C)C(C#C)(C(C)C)O (3-isopropyl-4-methylpent-1-yn-3-ol), BrC=1C=C(C=CC1)CCCNC(C(F)(F)F)=O (N-(3-(3-bromophenyl)propyl)-2,2,2-trifluoroacetamide). The product is FC(C(=O)NCCCC1=CC(=CC=C1)C#CC(C(C)C)(C(C)C)O)(F)F (2,2,2-trifluoro-N-(3-(3-(3-hydroxy-3-isopropyl-4-methylpent-1-ynyl)phenyl)propyl)acetamide). RXN SMILES: [CH:1]([C:4]([OH:10])([CH:7]([CH3:9])[CH3:8])[C:5]#[CH:6])([CH3:3])[CH3:2].Br[C:12]1[CH:13]=[C:14]([CH2:18][CH2:19][CH2:20][NH:21][C:22](=[O:27])[C:23]([F:26])([F:25])[F:24])[CH:15]=[CH:16][CH:17]=1>>[F:24][C:23]([F:25])([F:26])[C:22]([NH:21][CH2:20][CH2:19][CH2:18][C:14]1[CH:15]=[CH:16][CH:17]=[C:12]([C:6]#[C:5][C:4]([OH:10])([CH:7]([CH3:9])[CH3:8])[CH:1]([CH3:3])[CH3:2])[CH:13]=1)=[O:27]. Procedure: Coupling of 3-isopropyl-4-methylpent-1-yn-3-ol with bromide 3 following the coupling method described in Example 17 gave 2,2,2-trifluoro-N-(3-(3-(3-hydroxy-3-isopropyl-4-methylpent-1-ynyl)phenyl)propyl)acetamide as a pale yellow oil. Yield (1.375 g, 66%): 1H NMR (400 MHz, DMSO-d6) δ 9.40 (br s, 1H), 7.26 (t, J=7.6 Hz, 1H), 7.17-7.22 (m, 3H), 4.81 (s, 1H), 3.17 (q, J=6.8 Hz, 2H), 2.56 (t, J=8.0 Hz, 2H), 1.86 (quint, J=6.8 Hz, 2H), 1.76 (quint, J=7.6 Hz, 2H), 0.99 (d, J=6.8 Hz, 6H), 0.94 (d, J=6.8... Starting materials: Intermediate 11, CS(=O)(=O)N1CCC(=CC1)C=1C=C2C(=CN1)O[C@H](C2)C2CCN(CC2)C#N ((R)-4-[5-(1-methanesulfonyl-1,2,3,6-tetrahydro-pyridin-4-yl)-2,3-dihydro-furo[2,3-c]pyridine-2-yl]-piperidine-1-carbonitrile), Intermediate 44, Cl.NO (hydroxylamine hydrochloride). Product: ONC(=N)N1CCC(CC1)[C@H]1CC=2C(=CN=C(C2)C=2CCN(CC2)S(=O)(=O)C)O1 ((R)—N-Hydroxy-4-[5-(1-methanesulfonyl-1,2,3,6-tetrahydro-pyridin-4-yl)-2,3-dihydro-furo[2,3-c]pyridin-2-yl]-piperidine-1-carboxamidine). Reaction SMILES: [CH3:1][S:2]([N:5]1[CH2:10][CH:9]=[C:8]([C:11]2[CH:12]=[C:13]3[CH2:19][C@H:18]([CH:20]4[CH2:25][CH2:24][N:23]([C:26]#[N:27])[CH2:22][CH2:21]4)[O:17][C:14]3=[CH:15][N:16]=2)[CH2:7][CH2:6]1)(=[O:4])=[O:3].Cl.[NH2:29][OH:30]>>[OH:30][NH:29][C:26]([N:23]1[CH2:24][CH2:25][CH:20]([C@@H:18]2[O:17][C:14]3=[CH:15][N:16]=[C:11]([C:8]4[CH2:9][CH2:10][N:5]([S:2]([CH3:1])(=[O:4])=[O:3])[CH2:6][CH:7]=4)[CH:12]=[C:13]3[CH2:19]2)[CH2:21][CH2:22]1)=[NH:27] |f:1.2|. Reported procedure: The title compound is prepared from (R)-4-[5-(1-methanesulfonyl-1,2,3,6-tetrahydro-pyridin-4-yl)-2,3-dihydro-furo[2,3-c]pyridine-2-yl]-piperidine-1-carbonitrile (Intermediate 44, the configuration of the stereocenter is arbitrarily assigned) and hydroxylamine hydrochloride following a procedure analogous to that described for Intermediate 11. LC (method 6): tR=0.75 min; Mass spectrum (ESI+): m/z=422 [M+H]+. The reactants are C(C=C)(=O)OC(C)(C)C (T-butyl acrylate), C1(\C=C/C(=O)O1)=O (maleic anhydride), C12C(CC(C=C1)C2)C(=O)OC(C)(C)C (t-butyl 5-norbornene-2-carboxylate), C12C(CC(C=C1)C2)C(=O)OCCO (2-hydroxyethyl 5-norbornene-2-carboxylate), N(=NC(C#N)(C)C)C(C#N)(C)C (azobisisobutyronitrile), C(C)(=O)OC(COC)C (propyleneglycol methyl ether acetate). Yields the product C(C=C)(=O)OC(C)(C)C.C1(\C=C/C(=O)O1)=O.C12C(CC(C=C1)C2)C(=O)OC(C)(C)C.C12C(CC(C=C1)C2)C(=O)OCCO (t-butyl acrylate maleic anhydride t-butyl 5-norbornene-2-carboxylate 2-hydroxyethyl 5-norbornene-2-carboxylate). The yield is 48.0%. RXN SMILES: [C:1]([O:5][C:6]([CH3:9])([CH3:8])[CH3:7])(=[O:4])[CH:2]=[CH2:3].[C:10]1(=[O:16])[O:15][C:13](=[O:14])[CH:12]=[CH:11]1.[CH:17]12[CH2:23][CH:20]([CH:21]=[CH:22]1)[CH2:19][CH:18]2[C:24]([O:26][C:27]([CH3:30])([CH3:29])[CH3:28])=[O:25].[CH:31]12[CH2:37][CH:34]([CH:35]=[CH:36]1)[CH2:33][CH:32]2[C:38]([O:40][CH2:41][CH2:42][OH:43])=[O:39].N(C(C)(C)C#N)=NC(C)(C)C#N.C(OC(C)COC)(=O)C>>[C:1]([O:5][C:6]([CH3:9])([CH3:8])[CH3:7])(=[O:4])[CH:2]=[CH2:3].[C:13]1(=[O:14])[O:15][C:10](=[O:16])[CH:11]=[CH:12]1.[CH:17]12[CH2:23][CH:20]([CH:21]=[CH:22]1)[CH2:19][CH:18]2[C:24]([O:26][C:27]([CH3:30])([CH3:29])[CH3:28])=[O:25].[CH:31]12[CH2:37][CH:34]([CH:35]=[CH:36]1)[CH2:33][CH:32]2[C:38]([O:40][CH2:41][CH2:42][OH:43])=[O:39] |f:6.7.8.9|. Reported procedure: T-butyl acrylate (30 g), maleic anhydride (10 g), t-butyl 5-norbornene-2-carboxylate (12.05 g) and 2-hydroxyethyl 5-norbornene-2-carboxylate (7.47 g) were mixed with azobisisobutyronitrile (AIBN) (1.2 g) as a polymerization initiator and propyleneglycol methyl ether acetate (PGMEA) (157 g) as a polymerization solvent. The resulting mixture was reacted at approximately 67° C. for approximately 12 hours, and precipitated in normal hexane and dehydrated to obtain an organic polymer compound with yi... Reactants: FC1([C@@]2(N=C(OC1)N)CCC1=CC=C(C=C12)N)F ((R)-5′,5′-difluoro-2,3,5′,6′-tetrahydrospiro[indene-1,4′-[1,3]oxazine]-2′,6-diamine), FC(C=1C=CC(=NC1)C(=O)O)(F)F (5-(trifluoromethyl)picolinic acid). Yields the product NC=1OCC([C@@]2(N1)CCC1=CC=C(C=C12)NC(C1=NC=C(C=C1)C(F)(F)F)=O)(F)F ((R)—N-(2′-Amino-5′,5′-difluoro-2,3,5′,6′-tetrahydrospiro[indene-1,4′-[1,3]oxazine]-6-yl)-5-(trifluoromethyl)picolinamide). Isolated yield 15.0%. Reaction SMILES: [F:1][C:2]1([F:18])[CH2:7][O:6][C:5]([NH2:8])=[N:4][C@@:3]21[C:16]1[C:11](=[CH:12][CH:13]=[C:14]([NH2:17])[CH:15]=1)[CH2:10][CH2:9]2.[F:19][C:20]([F:31])([F:30])[C:21]1[CH:22]=[CH:23][C:24]([C:27](O)=[O:28])=[N:25][CH:26]=1>>[NH2:8][C:5]1[O:6][CH2:7][C:2]([F:1])([F:18])[C@@:3]2([C:16]3[C:11](=[CH:12][CH:13]=[C:14]([NH:17][C:27](=[O:28])[C:24]4[CH:23]=[CH:22][C:21]([C:20]([F:30])([F:19])[F:31])=[CH:26][N:25]=4)[CH:15]=3)[CH2:10][CH2:9]2)[N:4]=1. Procedure details: The condensation of (R)-5′,5′-difluoro-2,3,5′,6′-tetrahydrospiro[indene-1,4′-[1,3]oxazine]-2′,6-diamine (intermediate A7.3) and 5-(trifluoromethyl)picolinic acid yielded the title compound (15% yield) as an off-white solid. MS (ISP): m/z=427.2 [M+H]+. Starting materials: O1C(=CC=C1)C(=O)Cl (furan-2-carbonyl chloride), NC1=C2C(N(C(C2=CC=C1)=O)C1C(NC(CC1)=O)=O)=O (4-amino-2-(2,6-dioxo(3-piperidyl))isoindoline-1,3-dione), O1C(=CC=C1)C(=O)Cl (furan-2-carbonyl chloride). The solvent is C1CCOC1 (THF). Product: O=C1NC(CCC1N1C(C2=CC=CC(=C2C1=O)NC(=O)C=1OC=CC1)=O)=O (N-[2-(2,6-dioxo(3-piperidyl))-1,3-dioxoisoindolin-4-yl]-2-furylcarboxamide). The yield is 88.5%. Reaction SMILES: [NH2:1][C:2]1[CH:10]=[CH:9][CH:8]=[C:7]2[C:3]=1[C:4](=[O:20])[N:5]([CH:12]1[CH2:17][CH2:16][C:15](=[O:18])[NH:14][C:13]1=[O:19])[C:6]2=[O:11].[O:21]1[CH:25]=[CH:24][CH:23]=[C:22]1[C:26](Cl)=[O:27]>C1COCC1>[O:19]=[C:13]1[CH:12]([N:5]2[C:4](=[O:20])[C:3]3[C:7](=[CH:8][CH:9]=[CH:10][C:2]=3[NH:1][C:26]([C:22]3[O:21][CH:25]=[CH:24][CH:23]=3)=[O:27])[C:6]2=[O:11])[CH2:17][CH2:16][C:15](=[O:18])[NH:14]1. Procedure: To a stirred suspension of 4-amino-2-(2,6-dioxo(3-piperidyl))isoindoline-1,3-dione (0.55 g, 2.0 mmol) in THF (30 ml) was added furan-2-carbonyl chloride (0.52 g, 4.0 mmol). The mixture was heated to reflux for 18 hours. To the reaction mixture was added additional furan-2-carbonyl chloride (0.26 g, 2 mmol). The mixture was heated to reflux for an additional 8 hours. The solvent was evaporated in vacuo and the resulting solid was slurried in diethyl ether (20 ml) and filtered to give 0.65 g (88%)...